This data is from the Open Reaction Database (ORD), a public repository of structured organic reaction records. The task is: describe an organic reaction: reactants, conditions, products, and yield Reactants: ClCC1=NC(=NC(=C1)O)C(C)C (4-chloromethyl-6-hydroxy-2-isopropyl-pyrimidine), P(=O)(Cl)(Cl)Cl (phosphorus oxychloride). Reaction conditions: temperature 80 celsius. The product is ClC1=CC(=NC(=N1)C(C)C)CCl (6-chloro-4-chloromethyl-2-isopropyl-pyrimidine). As a reaction SMILES: [Cl:1][CH2:2][C:3]1[CH:8]=[C:7](O)[N:6]=[C:5]([CH:10]([CH3:12])[CH3:11])[N:4]=1.P(Cl)(Cl)([Cl:15])=O>>[Cl:15][C:7]1[N:6]=[C:5]([CH:10]([CH3:12])[CH3:11])[N:4]=[C:3]([CH2:2][Cl:1])[CH:8]=1. Procedure details: 12.1 g (0.065 mol) of 4-chloromethyl-6-hydroxy-2-isopropyl-pyrimidine are suspended in 50 ml of phosphorus oxychloride and the suspension is heated to 80° C. for 30 minutes under nitrogen, the crystalline starting material dissolving gradually. The excess phosphorus oxychloride is then distilled off at 40°-60° C. under reduced pressure. The residue is poured on to ice-water, the pH-value of the mixture is brought to 7 by the addition of sodium hydroxide and the mixture is extracted three times w... Starting materials: ClC1=CC=C(C=C1)CNC(=O)C1=CN(C2=C(C(=C(C=C2C1=O)F)F)F)COCC[Si](C)(C)C (N-((4-Chlorophenyl)methyl)-4-oxo-6,7,8-trifluoro-1-(2-(trimethylsilyl)ethoxy) methyl-3-quinolinecarboxamide), CO (methanol), [Cl-].[NH4+] (ammonium chloride), [H-].[Na+] (Sodium hydride). Run in CN(C)C=O (DMF). Run at temperature 140 celsius. Yields the product ClC1=CC=C(C=C1)CNC(=O)C1=CN(C2=C(C(=C(C=C2C1=O)F)OC)F)COCC[Si](C)(C)C (N-((4-chlorophenyl)methyl)-6,8-difluoro-7-methoxy-4-oxo-1-(2-(trimethylsilyl)ethoxy)methyl-3-quinolinecarboxamide). Reaction SMILES: [Cl:1][C:2]1[CH:7]=[CH:6][C:5]([CH2:8][NH:9][C:10]([C:12]2[C:21](=[O:22])[C:20]3[C:15](=[C:16]([F:25])[C:17](F)=[C:18]([F:23])[CH:19]=3)[N:14]([CH2:26][O:27][CH2:28][CH2:29][Si:30]([CH3:33])([CH3:32])[CH3:31])[CH:13]=2)=[O:11])=[CH:4][CH:3]=1.[CH3:34][OH:35].[H-].[Na+].[Cl-].[NH4+]>CN(C=O)C>[Cl:1][C:2]1[CH:7]=[CH:6][C:5]([CH2:8][NH:9][C:10]([C:12]2[C:21](=[O:22])[C:20]3[C:15](=[C:16]([F:25])[C:17]([O:35][CH3:34])=[C:18]([F:23])[CH:19]=3)[N:14]([CH2:26][O:27][CH2:28][CH2:29][Si:30]([CH3:33])([CH3:31])[CH3:32])[CH:13]=2)=[O:11])=[CH:4][CH:3]=1 |f:2.3,4.5|. Reported procedure: N-((4-Chlorophenyl)methyl)-4-oxo-6,7,8-trifluoro-1-(2-(trimethylsilyl)ethoxy) methyl-3-quinolinecarboxamide (1.00 g) from Preparation No. 13 and methanol (163 μL) are dissolved in DMF (20 mL). Sodium hydride (60% dispersion, 80 mg) is added and the mixture is heated to 140° C. for 1 h. The mixture is allowed to cool to rt, is poured into sat. aq. ammonium chloride (100 mL), and is extracted with ethyl acetate (3×50 mL). The organic layer is washed with brine (10 mL), dried (MgSO4), and concentra...